Dataset: the Open Reaction Database (ORD), a public repository of structured organic reaction records. Task: describe an organic reaction: reactants, conditions, products, and yield The reactants are [N-]=C=O (Isocyanate), CC1NCCC1 (2-(RS)-methylpyrrolidine), CC(=O)C (acetone), [C-]#N.[K+] (potassium cyanide). Run in O (water), C(Cl)Cl (DCM). Reaction conditions: time 8 hour. Yields the product CC(C#N)(C)N1C(CCC1)C (2-Methyl-2-(2-methyl-1-pyrrolidinyl)propanenitrile). Yield: 37.0%. RXN SMILES: [CH3:1][CH:2]1[CH2:6][CH2:5][CH2:4][NH:3]1.[CH3:7][C:8]([CH3:10])=O.[C-]#N.[K+].[N-:14]=[C:15]=O>O.C(Cl)Cl>[CH3:7][C:8]([N:3]1[CH2:4][CH2:5][CH2:6][CH:2]1[CH3:1])([CH3:10])[C:15]#[N:14] |f:2.3|. Reported procedure: To a stirred, ice-cooled mixture of 2-(RS)-methylpyrrolidine (4.25 g; 0.05 mol) and acetone (3.67 ml; 0.05 mol) was added a solution of potassium cyanide (3.25 g; 0.05 mol) in water (25 ml) dropwise over 10 min. After stirring at room temperature overnight, the crude reaction mixture was extracted with diethyl ether (2×200 ml) and the combined extracts washed with brine (200 ml), dried (Na2SO4) and evaporated under reduced pressure to afford a pale yellow oil. This was dissolved in DCM and PS-Is... Reactants: NC1=CC=C(C=C1)C1=NN2C(C(=N1)N1CCOCC1)=CC(=C2)C(=O)N(C)C (2-(p-aminophenyl)-N,N-dimethyl-4-morpholinopyrrolo[2,1-f][1,2,4]triazine-6-carboxamide), O1CCCC1 (tetrahydrofuran), CSC.B (borane-dimethyl sulfide). Solvent: O1CCOCC1 (dioxane). Product: NC1=CC=C(C=C1)C1=NN2C(C(=N1)N1CCOCC1)=CC(=C2)CN(C)C (2-(p-aminophenyl)-6-(dimethylaminomethyl)-4-morpholinopyrrolo[2,1-f][1,2,4]triazine). Yield: 97.7%. Reaction SMILES: [NH2:1][C:2]1[CH:7]=[CH:6][C:5]([C:8]2[N:13]=[C:12]([N:14]3[CH2:19][CH2:18][O:17][CH2:16][CH2:15]3)[C:11]3=[CH:20][C:21]([C:23]([N:25]([CH3:27])[CH3:26])=O)=[CH:22][N:10]3[N:9]=2)=[CH:4][CH:3]=1.O1CCCC1.CSC.B>O1CCOCC1>[NH2:1][C:2]1[CH:7]=[CH:6][C:5]([C:8]2[N:13]=[C:12]([N:14]3[CH2:15][CH2:16][O:17][CH2:18][CH2:19]3)[C:11]3=[CH:20][C:21]([CH2:23][N:25]([CH3:27])[CH3:26])=[CH:22][N:10]3[N:9]=2)=[CH:4][CH:3]=1 |f:2.3|. Reported procedure: 1 g of compound 12a (2.7 mmol) and 50 mL of tetrahydrofuran or dioxane were added into a 150 mL two-neck flask and refluxed under nitrogen atmosphere. 2 M of borane-dimethyl sulfide solution (10.8 mmol) was slowly added dropwise and refluxed for 2 hours. The reaction mixture was quenched with methanol and purified by column chromatography with dichloromethane to give white solid 13a (930 mg, 96.7%). m.p. 205° C. (decomposition). 1H NMR (300 MHz, DMSO-d6): δ 7.92 (d, J=8.5 Hz, 2H), 7.86 (s, 1H), ... Starting materials: C1=C(CCC2=CC=CC=C12)CC=O (2-(3,4-Dihydro-naphth-2-yl)acetaldehyde), solution, N (NH3), C[Si](C)(C)C#N (trimethylsilyl cyanide). The reagents and catalysts are [Zn+2].[I-].[I-] (ZnI2). Run in C(Cl)Cl (CH2Cl2), CO (CH3OH). Run at temperature 20 celsius, time 20 hour. The product is NC(C#N)CC1=CC2=CC=CC=C2CC1 (2-Amino-3-(3,4-dihydro-naphth-2-yl)propionitrile). RXN SMILES: [CH:1]1[C:10]2[C:5](=[CH:6][CH:7]=[CH:8][CH:9]=2)[CH2:4][CH2:3][C:2]=1[CH2:11][CH:12]=O.C[Si]([C:18]#[N:19])(C)C.[NH3:20]>C(Cl)Cl.CO.[Zn+2].[I-].[I-]>[NH2:20][CH:12]([CH2:11][C:2]1[CH2:3][CH2:4][C:5]2[C:10](=[CH:9][CH:8]=[CH:7][CH:6]=2)[CH:1]=1)[C:18]#[N:19] |f:5.6.7|. Procedure details: To a solution of 3.44 g (20 mmol) of the aldehyde obtained in Step 2 in 100 ml of CH2Cl2 there are added, in succession, at 20° C., 0.25 g of ZnI2 and then, slowly, 2.18 g (22 mmol) of trimethylsilyl cyanide. After stirring for 20 hours at 20° C., the mixture is concentrated in vacuo. The residue obtained is treated with 200 ml of a solution of NH3 in CH3OH (7N); the mixture is stirred for 4 hours in a stoppered receptacle and then concentrated in vacuo. The residue is taken up in 1N HCl and the... The product is Brc1ccc(OCC2CC2)nc1. RXN SMILES: [Br:8][c:9]1[n:10][cH:11][c:12]([Br:15])[cH:13][cH:14]1.[CH:1]1([CH2:4][OH:5])[CH2:2][CH2:3]1.[H-:6].[Na+:7].[O:16]=[CH:17][N:18]([CH3:19])[CH3:20]>>[CH:1]1([CH2:4][O:5][c:9]2[n:10][cH:11][c:12]([Br:15])[cH:13][cH:14]2)[CH2:2][CH2:3]1. Reactants: Brc1ccc(Br)nc1, OCC1CC1, [H-], [Na+], CN(C)C=O. Starting materials: O=C(Cl)c1ccc(Br)s1, O=C(N=C=S)c1ccc(Br)s1, O=C(O)c1ccc(Br)s1, COc1cc2nccc(Oc3ccc(N)c(C)c3)c2cc1OC, CCO, Cc1ccccc1, O=S(Cl)Cl. The product is COc1cc2nccc(Oc3ccc(NC(=S)NC(=O)c4ccc(Br)s4)c(C)c3)c2cc1OC. As a reaction SMILES: [Br:14][c:15]1[s:16][c:17]([C:18]([Cl:19])=[O:20])[cH:21][cH:22]1.[Br:23][c:24]1[cH:25][cH:26][c:27]([C:29](=[O:30])[N:31]=[C:32]=[S:33])[s:28]1.[Br:5][c:6]1[s:7][c:8]([C:9]([OH:10])=[O:11])[cH:12][cH:13]1.[CH3:34][O:35][c:36]1[cH:37][c:38]2[c:39]([O:48][c:49]3[cH:50][c:51]([CH3:56])[c:52]([NH2:53])[cH:54][cH:55]3)[cH:40][cH:41][n:42][c:43]2[cH:44][c:45]1[O:46][CH3:47].[CH3:57][CH2:58][OH:59].[CH3:60][c:61]1[cH:62][cH:63][cH:64][cH:65][cH:66]1.[S:1]([Cl:2])([Cl:3])=[O:4]>>[Br:23][c:24]1[cH:25][cH:26][c:27]([C:29](=[O:30])[NH:31][C:32](=[S:33])[NH:53][c:52]2[c:51]([CH3:56])[cH:50][c:49]([O:48][c:39]3[c:38]4[cH:37][c:36]([O:35][CH3:34])[c:45]([O:46][CH3:47])[cH:44][c:43]4[n:42][cH:41][cH:40]3)[cH:55][cH:54]2)[s:28]1.